From a dataset of the Open Reaction Database (ORD), a public repository of structured organic reaction records. describe an organic reaction: reactants, conditions, products, and yield Starting materials: OCCC1C(NC2=C(O1)N=C(C(=C2)C2=CC=CC=C2)C2=CC=C(C=C2)C2(CCC2)NC(OC(C)(C)C)=O)=O (tert-butyl 1-(4-(3-(2-hydroxyethyl)-2-oxo-7-phenyl-2,3-dihydro-1H-pyrido[2,3-b][1,4]oxazin-6-yl)phenyl)cyclobutylcarbamate), C([O-])([O-])=O.[K+].[K+] (potassium carbonate), CI (methyl iodide). The solvent is CN(C)C=O (DMF). Reaction conditions: time 4 hour. Yields the product C(C)(C)(C)OC(NC1(CCC1)C1=CC=C(C=C1)C=1C(=CC2=C(OC(C(N2C)=O)CCO)N1)C1=CC=CC=C1)=O (tert-butyl(1-(4-(3-(2-hydroxyethyl)-1-methyl-2-oxo-7-phenyl-2,3-dihydro-1H-pyrido[2,3-b][1,4]oxazin-6-yl)phenyl)cyclobutyl)carbamate). Reaction SMILES: [OH:1][CH2:2][CH2:3][CH:4]1[O:9][C:8]2[N:10]=[C:11]([C:20]3[CH:25]=[CH:24][C:23]([C:26]4([NH:30][C:31](=[O:37])[O:32][C:33]([CH3:36])([CH3:35])[CH3:34])[CH2:29][CH2:28][CH2:27]4)=[CH:22][CH:21]=3)[C:12]([C:14]3[CH:19]=[CH:18][CH:17]=[CH:16][CH:15]=3)=[CH:13][C:7]=2[NH:6][C:5]1=[O:38].[C:39](=O)([O-])[O-].[K+].[K+].CI>CN(C=O)C>[C:33]([O:32][C:31](=[O:37])[NH:30][C:26]1([C:23]2[CH:24]=[CH:25][C:20]([C:11]3[C:12]([C:14]4[CH:15]=[CH:16][CH:17]=[CH:18][CH:19]=4)=[CH:13][C:7]4[N:6]([CH3:39])[C:5](=[O:38])[CH:4]([CH2:3][CH2:2][OH:1])[O:9][C:8]=4[N:10]=3)=[CH:21][CH:22]=2)[CH2:27][CH2:28][CH2:29]1)([CH3:35])([CH3:34])[CH3:36] |f:1.2.3|. Procedure: A solution of tert-butyl 1-(4-(3-(2-hydroxyethyl)-2-oxo-7-phenyl-2,3-dihydro-1H-pyrido[2,3-b][1,4]oxazin-6-yl)phenyl)cyclobutylcarbamate (40 mg, 0.078 mmol) in DMF(1 ml) was added potassium carbonate (32 mg) and methyl iodide (13.2 mg, 0.093 mml) were added. The reaction mixture was stirred at room temperature for 4 h. The reactants are SCC(=O)NCCCCCNC(=O)NC1=CC=CC=C1 (2-Mercapto-N-[5-(3-phenyl-ureido)-pentyl]-acetamide), C(C1=CC=CC=C1)N=C=O (benzylisocyanate). The product is C(C1=CC=CC=C1)NC(NCCCCCNC(CS)=O)=O (N-[5-(3-benzyl-ureido)-pentyl]-2-mercapto-acetamide). As a reaction SMILES: [SH:1][CH2:2][C:3]([NH:5][CH2:6][CH2:7][CH2:8][CH2:9][CH2:10][NH:11]C(NC1C=CC=CC=1)=O)=[O:4].[CH2:21]([N:28]=[C:29]=[O:30])[C:22]1[CH:27]=[CH:26][CH:25]=[CH:24][CH:23]=1>>[CH2:21]([NH:28][C:29](=[O:30])[NH:11][CH2:10][CH2:9][CH2:8][CH2:7][CH2:6][NH:5][C:3](=[O:4])[CH2:2][SH:1])[C:22]1[CH:27]=[CH:26][CH:25]=[CH:24][CH:23]=1. Procedure: Compound 11 was prepared using the methodology described for the preparation of Compound 9, by substituting phenylisocyanate with benzylisocyanate. 1H NMR (300 MHz, DMSO-d6) δ (ppm) 7.98 (br s, 1H), 7.35-7.18 (m, 5H), 6.27 (br s, 1H), 5.91 (br s, 1H), 4.19 (s, 2H), 3.07 (d, J=8.1 Hz, 2H), 3.02 (m, 4H), 2.71 (t, J=8.1 Hz, 1H), 1.37 (m, 4H), 1.26 (m, 2H). 13C NMR (75 MHz, DMSO-d6) δ (ppm) 169.4, 158.1, 141.0, 128.2, 127.0, 126.5, 42.9, 39.2, 38.8, 29.7, 28.7, 27.1, 23.7. Starting materials: ClC=1C=C(N)C=C(C1)Cl (3,5-dichloroaniline), C(C)C(C(=O)[O-])=O (ethylglyoxalate), ClC1=CC=C(C=C)C=C1 (4-chlorostyrene), FC(C(=O)O)(F)F (trifluoroacetic acid). The solvent is C(C)#N (acetonitrile). Yields the product C(C)OC(=O)C1NC2=CC(=CC(=C2C(C1)C1=CC=C(C=C1)Cl)Cl)Cl (5,7-dichloro-4-(4-chlorophenyl)-1,2,3,4-tetrahydroquinoline-2-carboxylic Acid Ethyl Ester). Reaction SMILES: [Cl:1][C:2]1[CH:3]=[C:4]([CH:6]=[C:7]([Cl:9])[CH:8]=1)[NH2:5].[CH2:10]([C:12](=O)[C:13]([O-:15])=[O:14])[CH3:11].[Cl:17][C:18]1[CH:25]=[CH:24][C:21](C=C)=[CH:20][CH:19]=1.F[C:27](F)(F)[C:28](O)=O>C(#N)C>[CH2:27]([O:15][C:13]([CH:12]1[CH2:10][CH:11]([C:21]2[CH:24]=[CH:25][C:18]([Cl:17])=[CH:19][CH:20]=2)[C:3]2[C:4](=[CH:6][C:7]([Cl:9])=[CH:8][C:2]=2[Cl:1])[NH:5]1)=[O:14])[CH3:28]. Procedure details: Compound 35 was prepared by the basic process from 5.0 mmol 3,5-dichloroaniline, 5.5 mmol ethylglyoxalate solution (50% toluene), 15.0 mmol 4-chlorostyrene and 5.0 mmol trifluoroacetic acid in 30.0 ml acetonitrile. Reactants: O=C([O-])[O-], CC(=O)c1[nH]c(C)c(C(C)=O)c1C, ClCCl, [K+], [K+], O=S(=O)(Cl)Cl. Product: CC(=O)c1[nH]c(CCl)c(C(C)=O)c1C. RXN SMILES: [C:14](=[O:15])([O-:16])[O-:17].[C:1]([CH3:2])(=[O:3])[c:4]1[nH:5][c:6]([CH3:13])[c:7]([C:10]([CH3:11])=[O:12])[c:8]1[CH3:9].[Cl:25][CH2:26][Cl:27].[K+:18].[K+:19].[S:20]([Cl:21])(=[O:22])([Cl:23])=[O:24]>>[C:1]([CH3:2])(=[O:3])[c:4]1[nH:5][c:6]([CH2:13][Cl:23])[c:7]([C:10]([CH3:11])=[O:12])[c:8]1[CH3:9]. Reactants: C1CCNCC1, CC(C)NC(=O)Cn1c(-c2cccc(Cl)c2)cc2ccc(-c3cccc(CCl)c3)cc2c1=O, ClCCl. Product: CC(C)NC(=O)Cn1c(-c2cccc(Cl)c2)cc2ccc(-c3cccc(CN4CCCCC4)c3)cc2c1=O, Cl. As a reaction SMILES: [CH2:34]1[CH2:35][CH2:36][NH:37][CH2:38][CH2:39]1.[Cl:1][CH2:2][c:3]1[cH:4][c:5](-[c:9]2[cH:10][cH:11][c:12]3[cH:13][c:14](-[c:27]4[cH:28][c:29]([Cl:33])[cH:30][cH:31][cH:32]4)[n:15]([CH2:20][C:21](=[O:22])[NH:23][CH:24]([CH3:25])[CH3:26])[c:16](=[O:19])[c:17]3[cH:18]2)[cH:6][cH:7][cH:8]1.[Cl:40][CH2:41][Cl:42]>>[CH2:2]([c:3]1[cH:4][c:5](-[c:9]2[cH:10][cH:11][c:12]3[cH:13][c:14](-[c:27]4[cH:28][c:29]([Cl:33])[cH:30][cH:31][cH:32]4)[n:15]([CH2:20][C:21](=[O:22])[NH:23][CH:24]([CH3:25])[CH3:26])[c:16](=[O:19])[c:17]3[cH:18]2)[cH:6][cH:7][cH:8]1)[N:37]1[CH2:36][CH2:35][CH2:34][CH2:39][CH2:38]1.[ClH:1]. Starting materials: C1CC1c1c(C=O)c(c2ccc(cc2)F)c2ccccc2n1, CC1=CN=C(C=C1)N, [C-]#[N+]C1CCCCC1. Reagents/catalysts: O=C(O)C(F)(F)F (trifluoroacetic acid). Solvent: CC(C)O (isopropyl alcohol), CC(C)O (isopropylalcohol). Reaction conditions: temperature 22 celsius, time 20 hour. Yields the product Cc1ccc2nc(c3c(c4ccc(cc4)F)c4ccccc4nc3C3CC3)c(NC3CCCCC3)n2c1. Yield: 0.2%. Reaction SMILES: CC1=CC=C(N)N=C1.[C-]#[N+]C1CCCCC1.FC1=CC=C(C=C1)C1=C2C=CC=CC2=NC(C2CC2)=C1C=O>>CC1=CN2C(C=C1)=NC(=C2NC1CCCCC1)C1=C(C2=CC=C(F)C=C2)C2=CC=CC=C2N=C1C1CC1.